This data is from the Open Reaction Database (ORD), a public repository of structured organic reaction records. The task is: describe an organic reaction: reactants, conditions, products, and yield Starting materials: CCOC(=O)CBr, O=C([O-])[O-], CCOC(C)=O, [Cs+], [Cs+], COc1cc(F)c(F)cc1-c1ccc(OCc2ccc3cn[nH]c3c2)cc1, CN(C)C=O, O. The product is CCOC(=O)Cn1ncc2ccc(COc3ccc(-c4cc(F)c(F)cc4OC)cc3)cc21. Reaction SMILES: [Br:28][CH2:29][C:30](=[O:31])[O:32][CH2:33][CH3:34].[C:35](=[O:36])([O-:37])[O-:38].[CH3:41][CH2:42][O:43][C:44]([CH3:45])=[O:46].[Cs+:39].[Cs+:40].[F:1][c:2]1[cH:3][c:4]([O:26][CH3:27])[c:5](-[c:9]2[cH:10][cH:11][c:12]([O:15][CH2:16][c:17]3[cH:18][cH:19][c:20]4[cH:21][n:22][nH:23][c:24]4[cH:25]3)[cH:13][cH:14]2)[cH:6][c:7]1[F:8].[O:47]=[CH:48][N:49]([CH3:50])[CH3:51].[OH2:52]>>[F:1][c:2]1[cH:3][c:4]([O:26][CH3:27])[c:5](-[c:9]2[cH:10][cH:11][c:12]([O:15][CH2:16][c:17]3[cH:18][cH:19][c:20]4[cH:21][n:22][n:23]([CH2:29][C:30](=[O:31])[O:32][CH2:33][CH3:34])[c:24]4[cH:25]3)[cH:13][cH:14]2)[cH:6][c:7]1[F:8].